This data is from the Open Reaction Database (ORD), a public repository of structured organic reaction records. The task is: describe an organic reaction: reactants, conditions, products, and yield The reactants are sodium ion, ion, Cl.NCC(CCC(=O)O)=O (5-aminolevulinic acid hydrochloride), O.C1(=CC=C(C=C1)S(=O)(=O)O)C (p-toluenesulfonic acid monohydrate), hydrogen ion, Cl (hydrochloric acid), N (ammonia). The solvent is O (water), ion, O (water). Reaction conditions: time 16 hour. Yields the product C1(=CC=C(C=C1)S(=O)(=O)O)C.NCC(CCC(=O)O)=O (5-aminolevulinic Acid p-toluenesulfonate). RXN SMILES: Cl.Cl.[NH2:3][CH2:4][C:5](=[O:11])[CH2:6][CH2:7][C:8]([OH:10])=[O:9].N.O.[C:14]1([CH3:24])[CH:19]=[CH:18][C:17]([S:20]([OH:23])(=[O:22])=[O:21])=[CH:16][CH:15]=1>O>[C:14]1([CH3:24])[CH:15]=[CH:16][C:17]([S:20]([OH:23])(=[O:21])=[O:22])=[CH:18][CH:19]=1.[NH2:3][CH2:4][C:5](=[O:11])[CH2:6][CH2:7][C:8]([OH:10])=[O:9] |f:1.2,4.5,7.8|. Reported procedure: A column was charged with 180 ml of a strongly acidic ion exchange resin (AMBERLITE IR120B Na, manufactured by Japan Organo). The ion exchange resin was used after converting it from sodium ion type to hydrogen ion type through a hydrochloric acid treatment. Next, 36.00 g (215 mmol) of 5-aminolevulinic acid hydrochloride was dissolved in 1800 ml of ion exchange water and passed through said column, and then 1000 ml of ion exchange water was passed through the same. Next, 1 N aqueous ammonia was ... The reactants are S(=O)(Cl)Cl (Thionyl chloride), C(C)(C)(C)OC(=O)NC1=CC=C(C=C1)CCCC(=O)O (4-[4-(t-Butoxycarbonylamino)phenyl]butanoic Acid), CN(C)C=O (DMF). Run at temperature -5 celsius, time 1 hour. Yields the product C(C)(C)(C)OC(=O)NC1=CC=C(C=C1)CCCC(=O)N (4-[4-(t-Butoxycarbonylamino)phenyl]butanamide). Yield: 82.0%. RXN SMILES: S(Cl)(Cl)=O.[C:5]([O:9][C:10]([NH:12][C:13]1[CH:18]=[CH:17][C:16]([CH2:19][CH2:20][CH2:21][C:22]([OH:24])=O)=[CH:15][CH:14]=1)=[O:11])([CH3:8])([CH3:7])[CH3:6].C[N:26](C=O)C>>[C:5]([O:9][C:10]([NH:12][C:13]1[CH:18]=[CH:17][C:16]([CH2:19][CH2:20][CH2:21][C:22]([NH2:26])=[O:24])=[CH:15][CH:14]=1)=[O:11])([CH3:8])([CH3:7])[CH3:6]. Reported procedure: Thionyl chloride (0.22 mL, 3.01 mmol) was added slowly to a solution of 4-[4-(t-Butoxycarbonylamino)phenyl]butanoic acid (100) (0.70 g, 2.51 mmol) in DMF (5 mL) cooled at −5° C. The mixture was stirred for an additional 1 h at −5° C. Excess ammonia (freshly distilled from its aqueous solution) was added to the reaction medium. The second mixture was stirred for an additional 1 h. Ethyl acetate (50 mL) was added to the mixture, which was washed with brine (2×50 mL). The organic layer was dried ov... Reactants: C(C)(C)(C)OC(=O)N1CCC(=CC1)C=1NC(=C(N1)Cl)C1=CC=C(C=C1)F (4-[4-chloro-5-(4-fluoro-phenyl)-1H-imidazol-2-yl]-3,6-dihydro-2H-pyridine-1-carboxylic acid tert-butyl ester), C(=O)(C(F)(F)F)O (TFA). Run in C(Cl)Cl (DCM). Run at time 0.5 hour. The product is FC(C(=O)O)(F)F.ClC=1N=C(NC1C1=CC=C(C=C1)F)C1=CCN(CC1)C1=NC=CC=C1C(F)(F)F (2-(4-(4-Chloro-5-(4-fluorophenyl)-1H-imidazol-2-yl)-5,6-dihydropyridin-1(2H)-yl)-3-(trifluoromethyl)pyridine trifluoro acetic acid salt). Reaction SMILES: C(O[C:6]([N:8]1[CH2:13][CH:12]=[C:11]([C:14]2[NH:15][C:16]([C:20]3[CH:25]=[CH:24][C:23]([F:26])=[CH:22][CH:21]=3)=[C:17]([Cl:19])[N:18]=2)[CH2:10][CH2:9]1)=O)(C)(C)C.[C:27]([OH:33])([C:29]([F:32])([F:31])[F:30])=[O:28]>C(Cl)Cl>[F:30][C:29]([F:32])([F:31])[C:27]([OH:33])=[O:28].[Cl:19][C:17]1[N:18]=[C:14]([C:11]2[CH2:10][CH2:9][N:8]([C:6]3[C:27]([C:29]([F:32])([F:31])[F:30])=[CH:11][CH:10]=[CH:9][N:8]=3)[CH2:13][CH:12]=2)[NH:15][C:16]=1[C:20]1[CH:25]=[CH:24][C:23]([F:26])=[CH:22][CH:21]=1 |f:3.4|. Procedure details: A solution of 4-[4-chloro-5-(4-fluoro-phenyl)-1H-imidazol-2-yl]-3,6-dihydro-2H-pyridine-1-carboxylic acid tert-butyl ester from step (b) above in 30% TFA in DCM (5 mL) was stirred at RT for 1 h. The solvents were removed, and the residue was stirred with sat. aqueous solution of NaHCO3 (10 mL) at RT for 0.5 h. The reaction mixture was extracted with EtOAc (2×10 mL). The combined organic extracts were dried over MgSO4 and filtered. The filtrate was evaporated in vacuo to give the title compound, ... Reactants: N#Cc1cn(Nc2c(Cl)cc(Cl)cc2Cl)c(=O)[nH]c1=O, C=O, O=CO, O. Product: N#Cc1cn(N(CO)c2c(Cl)cc(Cl)cc2Cl)c(=O)[nH]c1=O. As a reaction SMILES: [C:1](#[N:2])[c:3]1[c:4](=[O:20])[nH:5][c:6](=[O:19])[n:7]([NH:9][c:10]2[c:11]([Cl:18])[cH:12][c:13]([Cl:17])[cH:14][c:15]2[Cl:16])[cH:8]1.[CH2:21]=[O:22].[CH:23](=[O:24])[OH:25].[OH2:26]>>[C:1](#[N:2])[c:3]1[c:4](=[O:20])[nH:5][c:6](=[O:19])[n:7]([N:9]([c:10]2[c:11]([Cl:18])[cH:12][c:13]([Cl:17])[cH:14][c:15]2[Cl:16])[CH2:23][OH:24])[cH:8]1. The reactants are C(C1=CC=CC=C1)NC(C(F)(F)F)(C1=CC=C(C=C1)OCCCC(F)(F)F)C1(CC1)C(=O)O (1-(1-(Benzylamino)-2,2,2-trifluoro-1-(4-(4,4,4-trifluorobutoxy)phenyl)ethyl)-cyclopropane carboxylic acid), C(C(=O)Cl)(=O)Cl (oxalyl chloride). The reagents and catalysts are CN(C)C=O (DMF). Solvent: C(Cl)Cl (CH2Cl2). Reaction conditions: time 16 hour. Yields the product C(C1=CC=CC=C1)N1C(C2(CC2)C1(C(F)(F)F)C1=CC=C(C=C1)OCCCC(F)(F)F)=O (5-Benzyl-6-(4-(4,4,4-trifluorobutoxy)phenyl)-6-(trifluoromethyl)-5-azaspiro[2.3]-hexan-4-one). Yield: 77.3%. Reaction SMILES: [CH2:1]([NH:8][C:9]([C:28]1([C:31](O)=[O:32])[CH2:30][CH2:29]1)([C:14]1[CH:19]=[CH:18][C:17]([O:20][CH2:21][CH2:22][CH2:23][C:24]([F:27])([F:26])[F:25])=[CH:16][CH:15]=1)[C:10]([F:13])([F:12])[F:11])[C:2]1[CH:7]=[CH:6][CH:5]=[CH:4][CH:3]=1.C(Cl)(=O)C(Cl)=O>C(Cl)Cl.CN(C=O)C>[CH2:1]([N:8]1[C:9]([C:14]2[CH:19]=[CH:18][C:17]([O:20][CH2:21][CH2:22][CH2:23][C:24]([F:26])([F:27])[F:25])=[CH:16][CH:15]=2)([C:10]([F:12])([F:11])[F:13])[C:28]2([CH2:30][CH2:29]2)[C:31]1=[O:32])[C:2]1[CH:7]=[CH:6][CH:5]=[CH:4][CH:3]=1. Reported procedure: To a solution of Intermediate 14E (506 mg, 1.1 mmol) in CH2Cl2 (11 mL) was added oxalyl chloride (0.12 mL, 2.2 mmol) followed by several drops of DMF. The reaction was stirred at rt for 16 h. The solvent was removed in vacuo and the residue was purified by silica gel chromatography (24 g silica gel, eluted with EtOAc in hexanes) to provide Intermediate 14F (389 mg, 72%) as a yellow oil. LCMS Anal. Calc'd for C23H21F6NO2 457.41, found [M+H] 458.2. Reactants: [Al+3], ClCCl, [Cl-], [Cl-], [Cl-], CCOc1ccc(C(=O)c2ccccc2O)c(Cl)c1Cl. The product is O=C(c1ccccc1O)c1ccc(O)c(Cl)c1Cl. As a reaction SMILES: [Al+3:22].[CH2:25]([Cl:26])[Cl:27].[Cl-:21].[Cl-:23].[Cl-:24].[OH:1][c:2]1[c:3]([C:4](=[O:5])[c:6]2[c:7]([Cl:16])[c:8]([Cl:15])[c:9]([O:12][CH2:13][CH3:14])[cH:10][cH:11]2)[cH:17][cH:18][cH:19][cH:20]1>>[OH:1][c:2]1[c:3]([C:4](=[O:5])[c:6]2[c:7]([Cl:16])[c:8]([Cl:15])[c:9]([OH:12])[cH:10][cH:11]2)[cH:17][cH:18][cH:19][cH:20]1. Starting materials: OC1=CC(OC(=C1)C1=CC(=C(C=C1)OCC=1C=NC=CC1)C)=O (4-hydroxy-6-[3-methyl-4-(3-pyridinylmethoxy)phenyl]-2H-pyran-2-one), N1CCCCC1 (piperidine), ( 24 ), ( d ), ( 9 ), ( 44 ), ( 61 ), ( 2 ), C(C1=CC=CC=C1)=O (benzaldehyde), C1(CCCCC1)S (cyclohexylmercaptan), [K+].[Br-] (KBr). Run in C(C)(=O)O (acetic acid). The product is C1(CCCCC1)SC(C=1C(OC(=CC1O)C1=CC(=C(C=C1)OCC=1C=NC=CC1)C)=O)C1=CC=CC=C1 ((±) 3-[(Cyclohexylthio)phenylmethyl]-4-hydroxy-6-[3-methyl-4-(3-pyridinylmethoxy)phenyl]-2H-pyran-2-one). As a reaction SMILES: [OH:1][C:2]1[CH:7]=[C:6]([C:8]2[CH:13]=[CH:12][C:11]([O:14][CH2:15][C:16]3[CH:17]=[N:18][CH:19]=[CH:20][CH:21]=3)=[C:10]([CH3:22])[CH:9]=2)[O:5][C:4](=[O:23])[CH:3]=1.[CH:24](=O)[C:25]1[CH:30]=[CH:29][CH:28]=[CH:27][CH:26]=1.[CH:32]1([SH:38])[CH2:37][CH2:36][CH2:35][CH2:34][CH2:33]1.N1CCCCC1.[K+].[Br-]>C(O)(=O)C>[CH:32]1([S:38][CH:24]([C:25]2[CH:30]=[CH:29][CH:28]=[CH:27][CH:26]=2)[C:3]2[C:4](=[O:23])[O:5][C:6]([C:8]3[CH:13]=[CH:12][C:11]([O:14][CH2:15][C:16]4[CH:17]=[N:18][CH:19]=[CH:20][CH:21]=4)=[C:10]([CH3:22])[CH:9]=3)=[CH:7][C:2]=2[OH:1])[CH2:37][CH2:36][CH2:35][CH2:34][CH2:33]1 |f:4.5|. Procedure details: The title compound was prepared by Method C using 4-hydroxy-6-[3-methyl-4-(3-pyridinylmethoxy)phenyl]-2H-pyran-2-one (0.5 g, 1.62 mmol), benzaldehyde (0.189 g, 1.78 mmol), cyclohexylmercaptan (0.489 g, 4.212 mmol), piperidine, (0.5 mL), acetic acid (0.5 mL). m.p. 84-87° C. (d); IR (KBr) 3059, 2930, 2853, 1676, 1601, 1449, 1260, 1134, 700 cm-1 ; MS (CI) m/e 446 (2), 331 (9), 226 (61), 205 (24), 135 (44). Starting materials: O (water), ClC1=CC=C(C=C1)C=1OC=C(N1)CO ([2-(4-chlorophenyl)-1,3-oxazol-4-yl]methanol), COCCl (chlorodimethyl ether), [H-].[Na+] (sodium hydride). Run in C1CCOC1 (THF). Conditions: temperature 0 celsius, time 10 minute. The product is ClC1=CC=C(C=C1)C=1OC=C(N1)COCOC (2-(4-Chlorophenyl)-4-[(methoxymethoxy)methyl]-1,3-oxazole). Reaction SMILES: [Cl:1][C:2]1[CH:7]=[CH:6][C:5]([C:8]2[O:9][CH:10]=[C:11]([CH2:13][OH:14])[N:12]=2)=[CH:4][CH:3]=1.[H-].[Na+].[CH3:17][O:18][CH2:19]Cl.O>C1COCC1>[Cl:1][C:2]1[CH:3]=[CH:4][C:5]([C:8]2[O:9][CH:10]=[C:11]([CH2:13][O:14][CH2:17][O:18][CH3:19])[N:12]=2)=[CH:6][CH:7]=1 |f:1.2|. Procedure: 1.32 g (7.54 mmol) of [2-(4-chlorophenyl)-1,3-oxazol-4-yl]methanol (Example 100A) are initially charged in 18.5 ml of dry THF and cooled to 0° C., and 0.33 g (8.29 mmol) sodium hydride (60% strength in mineral oil) are added. The mixture is stirred at 0° C. for 10 min and then at RT for 1 h. The reaction mixture is again cooled to 0° C., and 0.69 ml (9.04 mmol) of chlorodimethyl ether is added. The mixture is stirred at 0° C. for 10 min and then at RT for 2 h. 5 ml of water are then added, and t...